This data is from the Open Reaction Database (ORD), a public repository of structured organic reaction records. The task is: describe an organic reaction: reactants, conditions, products, and yield The reactants are ClCCC1OC2=C(C(N(C1)C)=S)C=CC=N2 (2-(2-Chloroethyl)-2,3-dihydro-4-methylpyrido[3,2-f][1,4]-oxazepine-5(4H)-thione), C(C)NCC (diethylamine). The solvent is C(C)O (ethanol). The product is C(C)N(CCC1OC2=C(C(N(C1)C)=S)C=CC=N2)CC (2-[2-(Diethylamino)ethyl]-2,3-dihydro-4-methylpyrido[3,2-f][1,4]oxazepine-5(4H)-thione). Reaction SMILES: Cl[CH2:2][CH2:3][CH:4]1[CH2:10][N:9]([CH3:11])[C:8](=[S:12])[C:7]2[CH:13]=[CH:14][CH:15]=[N:16][C:6]=2[O:5]1.[CH2:17]([NH:19][CH2:20][CH3:21])[CH3:18]>C(O)C>[CH2:17]([N:19]([CH2:20][CH3:21])[CH2:2][CH2:3][CH:4]1[CH2:10][N:9]([CH3:11])[C:8](=[S:12])[C:7]2[CH:13]=[CH:14][CH:15]=[N:16][C:6]=2[O:5]1)[CH3:18]. Procedure details: 2-(2-Chloroethyl)-2,3-dihydro-4-methylpyrido[3,2-f][1,4]-oxazepine-5(4H)-thione and diethylamine in ethanol are heated together to obtain the title compound. The reactants are C1CCOC1, CC(O)c1cc2c(cc1[N+](=O)[O-])OCO2, CCOCC, CCCCCC, O=C(Cl)Cl. The product is CC(OC(=O)Cl)c1cc2c(cc1[N+](=O)[O-])OCO2. RXN SMILES: [CH2:31]1[O:32][CH2:33][CH2:34][CH2:35]1.[CH2:5]1[O:6][c:7]2[cH:8][c:9]([N+:17](=[O:18])[O-:19])[c:10]([CH:14]([CH3:15])[OH:16])[cH:11][c:12]2[O:13]1.[CH3:20][CH2:21][O:22][CH2:23][CH3:24].[CH3:25][CH2:26][CH2:27][CH2:28][CH2:29][CH3:30].[Cl:1][C:2]([Cl:3])=[O:4]>>[Cl:1][C:2](=[O:4])[O:16][CH:14]([c:10]1[c:9]([N+:17](=[O:18])[O-:19])[cH:8][c:7]2[c:12]([cH:11]1)[O:13][CH2:5][O:6]2)[CH3:15]. Reactants: C(C=C)ON(S(=O)(=O)C1=C(C=CC=C1)[N+](=O)[O-])[C@@H]1C(=C[C@H](N(C1)C(=O)OC(C)(C)C)C(N)=O)C ((2S,5R)-tert-butyl 5-(N-(allyloxy)-2-nitrophenylsulfonamido)-2-carbamoyl-4-methyl-5,6-dihydropyridine-1(2H)-carboxylate), C(C=C)ON(S(=O)(=O)C1=C(C=CC=C1)[N+](=O)[O-])[C@@H]1C(=C[C@H](N(C1)C(=O)OC(C)(C)C)C(N)=O)C ((2S,5R)-tert-butyl 5-(N-(allyloxy)-2-nitrophenylsulfonamido)-2-carbamoyl-4-methyl-5,6-dihydropyridine-1(2H)-carboxylate). Reagents/catalysts: [Br-].[Zn+2].[Br-] (zinc bromide). Run in ClCCl (dichloromethane), C(Cl)Cl (DCM). Reaction conditions: time 8 hour. Product: C(C=C)ON(S(=O)(=O)C1=C(C=CC=C1)[N+](=O)[O-])[C@@H]1C(=C[C@H](NC1)C(=O)N)C ((2S,5R)-5-(N-(allyloxy)-2-nitrophenylsulfonamido)-4-methyl-1,2,5,6-tetrahydropyridine-2-carboxamide). Isolated yield 84.1%. As a reaction SMILES: [CH2:1]([O:4][N:5]([C@H:18]1[CH2:23][N:22](C(OC(C)(C)C)=O)[C@H:21]([C:31](=[O:33])[NH2:32])[CH:20]=[C:19]1[CH3:34])[S:6]([C:9]1[CH:14]=[CH:13][CH:12]=[CH:11][C:10]=1[N+:15]([O-:17])=[O:16])(=[O:8])=[O:7])[CH:2]=[CH2:3]>C(Cl)Cl.[Br-].[Zn+2].[Br-]>[CH2:1]([O:4][N:5]([C@H:18]1[CH2:23][NH:22][C@H:21]([C:31]([NH2:32])=[O:33])[CH:20]=[C:19]1[CH3:34])[S:6]([C:9]1[CH:14]=[CH:13][CH:12]=[CH:11][C:10]=1[N+:15]([O-:17])=[O:16])(=[O:8])=[O:7])[CH:2]=[CH2:3] |f:2.3.4|. Procedure: To a solution of (2S,5R)-tert-butyl 5-(N-(allyloxy)-2-nitrophenylsulfonamido)-2-carbamoyl-4-methyl-5,6-dihydropyridine-1(2H)-carboxylate (Intermediate 20, 2.16 g, 4.35 mmol) in DCM (20 mL) at room temperature was added zinc bromide (0.700 mL, 13.05 mmol). After stirring overnight at room temperature, the reaction mixture was diluted with dichloromethane and washed with saturated sodium bicarbonate and brine. The organics were dried over magnesium sulfate, filtered and concentrated to afford the ... The reactants are C=1C=CC(=CC1)P(C=2C=CC=CC2)C3=CC=C4C=CC=CC4=C3C5=C6C=CC=CC6=CC=C5P(C=7C=CC=CC7)C=8C=CC=CC8 (BINAP), BrC=1N=C2C(=NC1)N(C=C2C(C(C)(C)C)=O)COCC[Si](C)(C)C (1-(2-bromo-5-((2-(trimethylsilyl)ethoxy)methyl)-5H-pyrrolo[2,3-b]pyrazine-7-yl)-2,2-dimethylpropane-1-one), NC=1C=CC(=NC1)CO ((5-aminopyridin-2-yl)methanol), CC(C)(C)[O-].[Na+] (NaOtBu). Reagents/catalysts: C=1C=CC(=CC1)/C=C/C(=O)/C=C/C2=CC=CC=C2.C=1C=CC(=CC1)/C=C/C(=O)/C=C/C2=CC=CC=C2.C=1C=CC(=CC1)/C=C/C(=O)/C=C/C2=CC=CC=C2.[Pd].[Pd] (Pd2(dba)3). Solvent: C1(=CC=CC=C1)C (toluene). Conditions: temperature 110 celsius. The product is OCC1=CC=C(C=N1)NC=1N=C2C(=NC1)N(C=C2C(C(C)(C)C)=O)COCC[Si](C)(C)C (1-(2-(6-(hydroxymethyl)pyridin-3-ylamino)-5-((2-(trimethylsilyl)ethoxy)methyl)-5H-pyrrolo[2,3-b]pyrazin-7-yl)-2,2-dimethylpropan-1-one). Yield: 36.2%. Reaction SMILES: Br[C:2]1[N:3]=[C:4]2[C:10]([C:11](=[O:16])[C:12]([CH3:15])([CH3:14])[CH3:13])=[CH:9][N:8]([CH2:17][O:18][CH2:19][CH2:20][Si:21]([CH3:24])([CH3:23])[CH3:22])[C:5]2=[N:6][CH:7]=1.[NH2:25][C:26]1[CH:27]=[CH:28][C:29]([CH2:32][OH:33])=[N:30][CH:31]=1.CC([O-])(C)C.[Na+].C1C=CC(P(C2C(C3C(P(C4C=CC=CC=4)C4C=CC=CC=4)=CC=C4C=3C=CC=C4)=C3C(C=CC=C3)=CC=2)C2C=CC=CC=2)=CC=1>C1(C)C=CC=CC=1.C1C=CC(/C=C/C(/C=C/C2C=CC=CC=2)=O)=CC=1.C1C=CC(/C=C/C(/C=C/C2C=CC=CC=2)=O)=CC=1.C1C=CC(/C=C/C(/C=C/C2C=CC=CC=2)=O)=CC=1.[Pd].[Pd]>[OH:33][CH2:32][C:29]1[N:30]=[CH:31][C:26]([NH:25][C:2]2[N:3]=[C:4]3[C:10]([C:11](=[O:16])[C:12]([CH3:15])([CH3:14])[CH3:13])=[CH:9][N:8]([CH2:17][O:18][CH2:19][CH2:20][Si:21]([CH3:24])([CH3:23])[CH3:22])[C:5]3=[N:6][CH:7]=2)=[CH:27][CH:28]=1 |f:2.3,6.7.8.9.10|. Procedure: To a 35 ml seal tube, 1-(2-bromo-5-((2-(trimethylsilyl)ethoxy)methyl)-5H-pyrrolo[2,3-b]pyrazine-7-yl)-2,2-dimethylpropane-1-one (0.25 g, 0.000606 mole) and (5-aminopyridin-2-yl)methanol (0.09 g, 0.00728 mole) was taken in toluene (3.0 ml). The reaction mixture was purged with argon for 15 min at RT and NaOtBu (0.11 g, 0.00121 mole) was added and the reaction mixture was further purged for 30 min with argon. BINAP (0.037 g, 0.000060 mole) and Pd2(dba)3 (0.027 g, 0.000030 mole) were added and the ... As a reaction SMILES: [K:1].C([O:9][C:10]1[CH:15]=[C:14]([O:16][C:17]2[CH:22]=[CH:21][CH:20]=[CH:19][CH:18]=2)[CH:13]=[CH:12][C:11]=1[N:23]1[S:27](=[O:29])(=[O:28])[NH:26][C:25](=[O:30])[CH2:24]1)C1C=CC=CC=1>O.[Pd]>[K:1].[OH:9][C:10]1[CH:15]=[C:14]([O:16][C:17]2[CH:18]=[CH:19][CH:20]=[CH:21][CH:22]=2)[CH:13]=[CH:12][C:11]=1[N:23]1[S:27](=[O:29])(=[O:28])[NH:26][C:25](=[O:30])[CH2:24]1 |f:0.1,4.5,^1:0,32|. The reactants are [K].C(C1=CC=CC=C1)OC1=C(C=CC(=C1)OC1=CC=CC=C1)N1CC(NS1(=O)=O)=O (5-(2-benzyloxy-4-phenoxyphenyl)-1,1-dioxo-1,2,5-thiadiazolidin-3-one potassium salt). The solvent is O (water). The reagents and catalysts are [Pd] (Pd/C). Yields the product [K].OC1=C(C=CC(=C1)OC1=CC=CC=C1)N1CC(NS1(=O)=O)=O (5-(2-hydroxy-4-phenoxyphenyl)-1,1-dioxo-1,2,5-thiadiazolidin-3-one potassium salt). Reported procedure: A solution of 5-(2-benzyloxy-4-phenoxyphenyl)-1,1-dioxo-1,2,5-thiadiazolidin-3-one potassium salt (0.30 g, 0.67 mmol) in water (10 mL) is hydrogenated at 1 atm over 10% Pd/C (0.05 g) for 24 h. The catalyst is filtered and the water removed by lyophilization to afford the product, 5-(2-hydroxy-4-phenoxyphenyl)-1,1-dioxo-1,2,5-thiadiazolidin-3-one potassium salt, as an amorphous pale-grey solid: mp=205-210° C.; 1H NMR (DMSO-d6) δ 9.52 (br s, 1H), 7.47-7.41 (m, 3H), 7.19 (t, 1H), 7.08 (d, J=7.57 Hz... The reactants are COC([C@@H](NC(=O)OCC1=CC=CC=C1)CC1=C(C=C(C=C1)O)CC1=CC=CC=C1)=O (0-benzyl-N-benzyloxycarbonyltyrosine methyl ester), [Cl-].[Na+] (sodium chloride), [Cl-].[Li+] (lithium chloride), [BH4-].[Na+] (sodium borohydride). The solvent is C(C)O (ethanol), O1CCCC1 (tetrahydrofuran). Run at time 18 hour. Product: C(C1=CC=CC=C1)OC1=CC=C(C[C@H](NC(=O)OCC2=CC=CC=C2)CO)C=C1 (O-Benzyl-N-benzyloxycarbonyltyrosinol). The yield is 199.8%. RXN SMILES: CO[C:3](=[O:31])[C@H:4]([CH2:16][C:17]1[CH:22]=[CH:21][C:20]([OH:23])=[CH:19][C:18]=1CC1C=CC=CC=1)[NH:5][C:6]([O:8][CH2:9][C:10]1[CH:15]=[CH:14][CH:13]=[CH:12][CH:11]=1)=[O:7].[Cl-].[Li+].[BH4-].[Na+].[Cl-].[Na+]>C(O)C.O1CCCC1>[CH2:9]([O:23][C:20]1[CH:19]=[CH:18][C:17]([CH2:16][C@@H:4]([CH2:3][OH:31])[NH:5][C:6]([O:8][CH2:9][C:10]2[CH:11]=[CH:12][CH:13]=[CH:14][CH:15]=2)=[O:7])=[CH:22][CH:21]=1)[C:10]1[CH:15]=[CH:14][CH:13]=[CH:12][CH:11]=1 |f:1.2,3.4,5.6|. Procedure: 27.25 g of 0-benzyl-N-benzyloxycarbonyltyrosine methyl ester was dissolved in a mixed solvent of 185 ml of ethanol and 122 ml of tetrahydrofuran, and to the solution were added 5.8 g of lithium chloride and 5.2 g of sodium borohydride under ice cooling. The reaction mixture was stirred at a room temperature for 18 hours, and after the addition of 500 ml of saturated sodium chloride aqueous solution, extracted twice with 300 ml of chloroform. The extract was dried over magnesium sulfate and conce... The reactants are C1CCOC1, CS(C)=O, C[S+](C)C, CC(=O)c1ccc(F)c(F)c1, [H-], [I-], [Na+], O. Yields the product CC1(c2ccc(F)c(F)c2)CO1. RXN SMILES: [CH2:23]1[O:24][CH2:25][CH2:26][CH2:27]1.[CH3:1][S:2]([CH3:3])=[O:4].[CH3:8][S+:9]([CH3:10])[CH3:11].[F:12][c:13]1[cH:14][c:15]([C:20]([CH3:21])=[O:22])[cH:16][cH:17][c:18]1[F:19].[H-:6].[I-:7].[Na+:5].[OH2:28]>>[CH3:8][C:20]1([c:15]2[cH:14][c:13]([F:12])[c:18]([F:19])[cH:17][cH:16]2)[CH2:21][O:22]1. Starting materials: CC(=O)O, CC(=O)OC(C)=O, COC(=O)c1ccnc(N)c1. The product is COC(=O)c1ccnc(NC(C)=O)c1. RXN SMILES: [C:19]([OH:20])(=[O:21])[CH3:22].[CH3:12][C:13](=[O:14])[O:15][C:16](=[O:17])[CH3:18].[NH2:1][c:2]1[cH:3][c:4]([C:5](=[O:6])[O:7][CH3:8])[cH:9][cH:10][n:11]1>>[NH:1]([c:2]1[cH:3][c:4]([C:5](=[O:6])[O:7][CH3:8])[cH:9][cH:10][n:11]1)[C:13]([CH3:12])=[O:14].